This data is from the Open Reaction Database (ORD), a public repository of structured organic reaction records. The task is: describe an organic reaction: reactants, conditions, products, and yield Reactants: CCS(=O)(=O)C([C@@H]([C@@H]([C@H]([C@H](C)O)O)O)O)S(=O)(=O)CC (1,1-diethylsulfonyl-L-rhamnose), CCSC([C@@H]([C@@H]([C@H]([C@H](C)O)O)O)O)SCC (L-rhamnose-diethylmer-captal), C(C)S (ethanethiol), compound ( II ), 1',2'-diacetyl-L-biopterin, O=C[C@H](O)[C@@H](O)[C@@H](O)C (5-Deoxy-L-arabinose), C1(=CC=CC=C1)NN (phenylhydrazine), O.O=C[C@H](O)[C@H](O)[C@@H](O)[C@@H](O)C (L-rhamnose hydrate), O=C[C@H](O)[C@@H](O)[C@@H](O)C (5-deoxy-L-arabinose). The product is C1(=CC=CC=C1)NN=C[C@H](O)[C@@H](O)[C@@H](O)C (5-deoxy-L-arabinose-phenylhydrazone). Reaction SMILES: O.O=C[C@@H:4]([C@@H:6]([C@H:8]([C@H:10]([CH3:12])[OH:11])[OH:9])[OH:7])O.C(S)C.CCSC(SCC)[C@H](O)[C@H](O)[C@@H](O)[C@@H](O)C.O=C[C@@H]([C@H]([C@H](C)O)O)O.CCS(C(S(CC)(=O)=O)[C@H](O)[C@H](O)[C@@H](O)[C@@H](O)C)(=O)=O.[C:61]1([NH:67][NH2:68])[CH:66]=[CH:65][CH:64]=[CH:63][CH:62]=1>>[C:61]1([NH:67][N:68]=[CH:4][C@@H:6]([C@H:8]([C@H:10]([CH3:12])[OH:11])[OH:9])[OH:7])[CH:66]=[CH:65][CH:64]=[CH:63][CH:62]=1 |f:0.1|. Reported procedure: The compound (II) can be prepared by a similar process to the process for preparing 1',2'-diacetyl-L-biopterin [Bernard Schircks, Jost H. Bieri and Max Viscontini, Helvetica Chimica Acta, 60(1), 211 (1977)]. According to the process, L-rhamnose hydrate is reacted with ethanethiol. The obtained L-rhamnose-diethylmer-captal is converted to 5-deoxy-L-arabinose through 1,1-diethylsulfonyl-L-rhamnose. 5-Deoxy-L-arabinose is reacted with phenylhydrazine to obtain 5-deoxy-L-arabinose-phenylhydrazone. 5... Reactants: C[O-], CC(=O)C1CC1, COC(=O)c1ccc(C(F)(F)F)cc1SC, Clc1ccccc1, [Na+]. Yields the product CSc1cc(C(F)(F)F)ccc1C(=O)CC(=O)C1CC1. RXN SMILES: [CH3:1][O-:2].[CH3:20][C:21](=[O:22])[CH:23]1[CH2:24][CH2:25]1.[CH3:4][S:5][c:6]1[c:7]([C:8]([O:10][CH3:9])=[O:11])[cH:12][cH:13][c:14]([C:16]([F:17])([F:18])[F:19])[cH:15]1.[Cl:26][c:27]1[cH:28][cH:29][cH:30][cH:31][cH:32]1.[Na+:3]>>[CH3:4][S:5][c:6]1[c:7]([C:8](=[O:10])[CH2:20][C:21](=[O:22])[CH:23]2[CH2:24][CH2:25]2)[cH:12][cH:13][c:14]([C:16]([F:17])([F:18])[F:19])[cH:15]1. Starting materials: raw material, CO (methanol), C(CCCCCC)C1=CC=C(C=C1)C1=CC=C(C=C1)O (4-(4'-Heptylphenyl)phenol), C1(=CC=CC=C1)C (toluene). Reagents/catalysts: [Ni] (Raney nickel). The solvent is C(C)O (ethanol). Run at temperature 110 celsius, time 1 hour. The product is C(CCCCCC)C1=CC=C(C=C1)[C@@H]1CC[C@H](CC1)O (trans-4-(4'-heptylphenyl)cyclohexanol). Reaction SMILES: [CH2:1]([C:8]1[CH:13]=[CH:12][C:11]([C:14]2[CH:19]=[CH:18][C:17]([OH:20])=[CH:16][CH:15]=2)=[CH:10][CH:9]=1)[CH2:2][CH2:3][CH2:4][CH2:5][CH2:6][CH3:7].C1(C)C=CC=CC=1.CO>C(O)C.[Ni]>[CH2:1]([C:8]1[CH:9]=[CH:10][C:11]([C@H:14]2[CH2:19][CH2:18][C@H:17]([OH:20])[CH2:16][CH2:15]2)=[CH:12][CH:13]=1)[CH2:2][CH2:3][CH2:4][CH2:5][CH2:6][CH3:7]. Procedure: 4-(4'-Heptylphenyl)phenol (200 g) was dissolved in ethanol (0.5 l) and a commercially available Raney nickel catalyst (20 g) was added, followed by hydrogenation at 80°~120° C. under hydrogen pressures of 30~40 Kg/cm2G for 6 hours in an autoclave. The reaction was traced by gas chromatography (column: SIDC-560-10%, 2 m, 280° C.), and when the raw material was extinct, the reaction was stopped. The catalyst was filtered off from the hydrogenation product, and after ethanol was distilled off under... Reactants: [N+](=O)([O-])C1=NN(C=C1)CCCCC#N (5-(3-nitropyrazol-1-yl)valeronitrile), [OH-].[Na+] (sodium hydroxide). Run in S(O)(O)(=O)=O (sulphuric acid), O (water). The product is [N+](=O)([O-])C1=NN(C=C1)CCCCC(=O)N (5-(3-nitropyrazol-1-yl)valeramide). As a reaction SMILES: [N+:1]([C:4]1[CH:8]=[CH:7][N:6]([CH2:9][CH2:10][CH2:11][CH2:12][C:13]#[N:14])[N:5]=1)([O-:3])=[O:2].[OH-:15].[Na+]>S(=O)(=O)(O)O.O>[N+:1]([C:4]1[CH:8]=[CH:7][N:6]([CH2:9][CH2:10][CH2:11][CH2:12][C:13]([NH2:14])=[O:15])[N:5]=1)([O-:3])=[O:2] |f:1.2|. Procedure: A solution of 5-(3-nitropyrazol-1-yl)valeronitrile (0.2 g.) in concentrated sulphuric acid (1 ml.) was kept at 20° for 19 hours. The mixture was diluted with water (4 ml.), basified to pH 10 with 10.8 N sodium hydroxide and extracted with EtOAc (3×5 ml.). The extracts were dried (MgSO4) and evaporated in vacuo to a white solid which was recrystallised from ethanol to give 5-(3-nitropyrazol-1-yl)valeramide, m.p. 129°-131°. The reactants are ClC1=NC(=NC(=N1)Cl)Cl (2,4,6-trichloro-1,3,5-triazine), NCC1=CC=NC=C1 (4-aminomethylpyridine). Product: ClC1=NC(=NC(=N1)Cl)NCC1=CC=NC=C1 (4,6-dichloro-N-(pyridin-4-ylmethyl)-1,3,5-triazin-2-amine). As a reaction SMILES: Cl[C:2]1[N:7]=[C:6]([Cl:8])[N:5]=[C:4]([Cl:9])[N:3]=1.[NH2:10][CH2:11][C:12]1[CH:17]=[CH:16][N:15]=[CH:14][CH:13]=1>>[Cl:9][C:4]1[N:5]=[C:6]([Cl:8])[N:7]=[C:2]([NH:10][CH2:11][C:12]2[CH:17]=[CH:16][N:15]=[CH:14][CH:13]=2)[N:3]=1. Reported procedure: Following the general procedure A, 2,4,6-trichloro-1,3,5-triazine was coupled with 4-aminomethylpyridine with reaction time of 2 h. Purification by column chromatography gave the title compound. Starting materials: C=CCOC(=O)CC(=O)OCC=C, C1CCOC1, COC(=O)c1ccc(CCl)cc1, Cl, [H-], [H][H], [Na+], C1COCCO1, O. Product: C=CCOC(=O)C(Cc1ccc(C(=O)OC)cc1)C(=O)OCC=C. Reaction SMILES: [C:3]([CH2:4][C:5](=[O:6])[O:7][CH2:8][CH:9]=[CH2:10])(=[O:11])[O:12][CH2:13][CH:14]=[CH2:15].[CH2:37]1[O:38][CH2:39][CH2:40][CH2:41]1.[Cl:18][CH2:19][c:20]1[cH:21][cH:22][c:23]([C:24](=[O:25])[O:26][CH3:27])[cH:28][cH:29]1.[ClH:30].[H-:1].[H:16][H:17].[Na+:2].[O:31]1[CH2:32][CH2:33][O:34][CH2:35][CH2:36]1.[OH2:42]>>[C:3]([CH:4]([C:5](=[O:6])[O:7][CH2:8][CH:9]=[CH2:10])[CH2:19][c:20]1[cH:21][cH:22][c:23]([C:24](=[O:25])[O:26][CH3:27])[cH:28][cH:29]1)(=[O:11])[O:12][CH2:13][CH:14]=[CH2:15]. The reactants are NC=1SC2=NC(=CC=C2N1)OC=1C=CC(=C(C1)NC(C1=CC(=CC=C1)C1(CC1)C#N)=O)C (N-{5-[(2-amino[1,3]thiazolo[5,4-b]pyridin-5-yl)oxy]-2-methylphenyl}-3-(1-cyanocyclopropyl)benzamide), ClCC(=O)Cl (chloroacetyl chloride). Run in C(C)(=O)OCC (ethyl acetate), CN(C=O)C (N,N-dimethylformamide). Reaction conditions: time 2 hour. The product is ClCC(=O)NC=1SC2=NC(=CC=C2N1)OC=1C=CC(=C(C1)NC(C1=CC(=CC=C1)C1(CC1)C#N)=O)C (N-[5-({2-[(chloroacetyl)amino][1,3]thiazolo[5,4-b]pyridin-5-yl}oxy)-2-methylphenyl]-3-(1-cyanocyclopropyl)benzamide). RXN SMILES: [NH2:1][C:2]1[S:3][C:4]2[C:9]([N:10]=1)=[CH:8][CH:7]=[C:6]([O:11][C:12]1[CH:13]=[CH:14][C:15]([CH3:32])=[C:16]([NH:18][C:19](=[O:31])[C:20]3[CH:25]=[CH:24][CH:23]=[C:22]([C:26]4([C:29]#[N:30])[CH2:28][CH2:27]4)[CH:21]=3)[CH:17]=1)[N:5]=2.[Cl:33][CH2:34][C:35](Cl)=[O:36]>CN(C)C=O.C(OCC)(=O)C>[Cl:33][CH2:34][C:35]([NH:1][C:2]1[S:3][C:4]2[C:9]([N:10]=1)=[CH:8][CH:7]=[C:6]([O:11][C:12]1[CH:13]=[CH:14][C:15]([CH3:32])=[C:16]([NH:18][C:19](=[O:31])[C:20]3[CH:25]=[CH:24][CH:23]=[C:22]([C:26]4([C:29]#[N:30])[CH2:27][CH2:28]4)[CH:21]=3)[CH:17]=1)[N:5]=2)=[O:36]. Procedure: To a solution of N-{5-[(2-amino[1,3]thiazolo[5,4-b]pyridin-5-yl)oxy]-2-methylphenyl}-3-(1-cyanocyclopropyl)benzamide (200 mg, 0.453 mmol) produced in Example C29(iv) in N,N-dimethylformamide (4.0 mL) was added chloroacetyl chloride (54 μL, 0.68 mmol), and the mixture was stirred at room temperature for 2 hr. The reaction mixture was diluted with ethyl acetate (100 mL), washed with 5% aqueous sodium hydrogen carbonate solution (100 mL) and saturated brine (100 mL), and dried over anhydrous sodium...